This data is from the Open Reaction Database (ORD), a public repository of structured organic reaction records. The task is: describe an organic reaction: reactants, conditions, products, and yield The reactants are CC=1NC2=C(N1)C=CC(=C2)C(=O)O (2-methylbenzimidazol-5-carboxylic acid), OC1=CC=CC=2NN=NC21 (hydroxybenzotriazole), Cl.C(C)N=C=NCCCN(C)C (1-ethyl-3-(3′-dimethylaminopropyl)carbodiimide hydrochloride), COC1=CC=C(C=C1)CN (4-methoxyphenylmethylamine). The solvent is CN(C=O)C (dimethylformamide). Conditions: time 18 hour. The product is COC1=CC=C(C=C1)C[NH-] ((4-methoxyphenylmethyl)amide), CC1=NC2=C(N1)C=CC(=C2)C(=O)O (2-methyl-1H-benzimidazol-5-carboxylic acid). Isolated yield 127.0%. As a reaction SMILES: [CH3:1][C:2]1[NH:3][C:4]2[CH:10]=[C:9]([C:11]([OH:13])=[O:12])[CH:8]=[CH:7][C:5]=2[N:6]=1.OC1C2N=NNC=2C=CC=1.Cl.C(N=C=NCCCN(C)C)C.[CH3:36][O:37][C:38]1[CH:43]=[CH:42][C:41]([CH2:44][NH2:45])=[CH:40][CH:39]=1>CN(C)C=O>[CH3:36][O:37][C:38]1[CH:43]=[CH:42][C:41]([CH2:44][NH-:45])=[CH:40][CH:39]=1.[CH3:1][C:2]1[NH:6][C:5]2[CH:7]=[CH:8][C:9]([C:11]([OH:13])=[O:12])=[CH:10][C:4]=2[N:3]=1 |f:2.3|. Procedure: To a dimethylformamide (20 ml) solution of 2-methylbenzimidazol-5-carboxylic acid (1.00 g) were added hydroxybenzotriazole (844 mg), 1-ethyl-3-(3′-dimethylaminopropyl)carbodiimide hydrochloride (1.21 g) and 4-methoxyphenylmethylamine (1.33 g) at room temperature, and the reaction solution was stirred at room temperature for 18 hours. The reaction solution was concentrated under reduced pressure and the obtained residue was diluted with chloroform (20 ml). The organic layer was washed with satura... The reactants are ClCCCl, COc1ccc(CN)nc1OC, CN1CCOCC1, CN(C)C=O, Cl, Cc1cncc(-c2cnc(-c3ccccc3F)c(C(=O)O)c2)c1, On1nnc2ccccc21. Product: COc1ccc(CNC(=O)c2cc(-c3cncc(C)c3)cnc2-c2ccccc2F)nc1OC. RXN SMILES: [CH2:25]([Cl:26])[CH2:27][Cl:28].[CH3:39][O:40][c:41]1[cH:42][cH:43][c:44]([CH2:49][NH2:50])[n:45][c:46]1[O:47][CH3:48].[CH3:51][N:52]1[CH2:53][CH2:54][O:55][CH2:56][CH2:57]1.[CH3:58][N:59]([CH3:60])[CH:61]=[O:62].[ClH:1].[F:2][c:3]1[c:4](-[c:9]2[c:10]([C:22](=[O:23])[OH:24])[cH:11][c:12](-[c:15]3[cH:16][n:17][cH:18][c:19]([CH3:21])[cH:20]3)[cH:13][n:14]2)[cH:5][cH:6][cH:7][cH:8]1.[OH:29][n:30]1[c:31]2[c:32]([cH:33][cH:34][cH:35][cH:36]2)[n:37][n:38]1>>[F:2][c:3]1[c:4](-[c:9]2[c:10]([C:22](=[O:24])[NH:50][CH2:49][c:44]3[cH:43][cH:42][c:41]([O:40][CH3:39])[c:46]([O:47][CH3:48])[n:45]3)[cH:11][c:12](-[c:15]3[cH:16][n:17][cH:18][c:19]([CH3:21])[cH:20]3)[cH:13][n:14]2)[cH:5][cH:6][cH:7][cH:8]1. Starting materials: [N+](=O)([O-])C1=C(CCNC2CCN(CC2)C(=O)OC(C)(C)C)C=CC=C1 (tert-butyl 4-(2-nitrophenethylamino)piperidine-1-carboxylate). Reagents/catalysts: [Pd] (Pd/C). Reaction conditions: time 8 hour. As a reaction SMILES: [N+:1]([C:4]1[CH:25]=[CH:24][CH:23]=[CH:22][C:5]=1[CH2:6][CH2:7][NH:8][CH:9]1[CH2:14][CH2:13][N:12]([C:15]([O:17][C:18]([CH3:21])([CH3:20])[CH3:19])=[O:16])[CH2:11][CH2:10]1)([O-])=O>CCO.[Pd]>[NH2:1][C:4]1[CH:25]=[CH:24][CH:23]=[CH:22][C:5]=1[CH2:6][CH2:7][NH:8][CH:9]1[CH2:10][CH2:11][N:12]([C:15]([O:17][C:18]([CH3:21])([CH3:19])[CH3:20])=[O:16])[CH2:13][CH2:14]1. The yield is 100.0%. Reported procedure: To a solution of tert-butyl 4-(2-nitrophenethylamino)piperidine-1-carboxylate (10.5 g) in EtOH (180 ml) was added 10% Pd/C (1.05 g) and the reaction mixture was stirred at RT under an atmosphere of H2 overnight. The reaction mixture was filtered and the resulting solution was evaporated to dryness giving the desired product (9.6 g). LC/MS (10% to 99%): M/Z (M+H)+ (obs)=320; tR=2.06. The product is NC1=C(CCNC2CCN(CC2)C(=O)OC(C)(C)C)C=CC=C1 (tert-Butyl 4-(2-aminophenethylamino)piperidine-1-carboxylate). Solvent: CCO (EtOH). Starting materials: NC1=CC=C2C(=CN=CC2=C1)Br (7-amino-4-bromoisoquinoline), ClC1=CC=C(C=C1)S(=O)(=O)Cl (4-chlorobenzenesulfonyl chloride), O (water). The solvent is N1=CC=CC=C1 (pyridine). Reaction conditions: time 8 hour. Yields the product BrC1=CN=CC2=CC(=CC=C12)NS(=O)(=O)C1=CC=C(C=C1)Cl (N-(4-Bromoisoquinolin-7-yl) -4-chlorobenzenesulfonamide). Yield: 36.3%. RXN SMILES: [NH2:1][C:2]1[CH:11]=[C:10]2[C:5]([C:6]([Br:12])=[CH:7][N:8]=[CH:9]2)=[CH:4][CH:3]=1.[Cl:13][C:14]1[CH:19]=[CH:18][C:17]([S:20](Cl)(=[O:22])=[O:21])=[CH:16][CH:15]=1.O>N1C=CC=CC=1>[Br:12][C:6]1[C:5]2[C:10](=[CH:11][C:2]([NH:1][S:20]([C:17]3[CH:18]=[CH:19][C:14]([Cl:13])=[CH:15][CH:16]=3)(=[O:22])=[O:21])=[CH:3][CH:4]=2)[CH:9]=[N:8][CH:7]=1. Procedure: In 1.5 ml of pyridine was dissolved 20 mg (0.09 mmol) of 7-amino-4-bromoisoquinoline (Preparation Example 20), 23 mg of 4-chlorobenzenesulfonyl chloride was added thereto, followed by stirring at room temperature overnight. To the reaction mixture was added water, followed by extracting with ethyl acetate. The extract was dried over magnesium sulfate and concentrated. Then, the resulting residue was purified by silica gel thin layer chromatography, to give 13 mg of the title compound. Melting po... Reactants: C(C)(C)(C)OC(=O)N1C(C=2C=C(C3=C(C2C1)O[C@]12[C@](C3)([C@H](CC[C@H]1C([C@H](CC2)O)(C)C)C)C)OP(=O)(OC2=CC=CC=C2)OC2=CC=CC=C2)=O ((6aR,7S,9aS,11S,13aS)-2-(t-butoxycarbonyl)-2,3,6,6a,7,8,9,9a, 10,11,12,13-dodecahydro-11-hydroxy-6a,7,10,10-tetramethyl-3-oxo-5-diphenoxyphosphinyloxy-1H-benzo[8,8a][1]benzopyrano[2,3-e]isoindole), C1(=CC=CC=C1)OC (anisole), FC(C(=O)O)(F)F (trifluoroacetic acid). Solvent: ClCCl (dichloromethane). Conditions: time 10 minute. The product is O[C@H]1CC[C@]23[C@](CC4=C(C=5CNC(C5C=C4OP(=O)(OC4=CC=CC=C4)OC4=CC=CC=C4)=O)O2)([C@H](CC[C@H]3C1(C)C)C)C ((6aR,7S,9aS,11S,13aS)-2,3,6,6a,7,8,9,9a,10,11,12,13-dodecahydro-11-hydroxy-6a,7,10,10-tetramethyl-3-oxo-5-diphenoxyphosphinyloxy-1H-benzo[8,8a][1]benzopyrano[2,3-e]isoindole). Yield: 91.3%. RXN SMILES: C(OC([N:8]1[CH2:16][C:15]2[C:14]3[O:17][C@@:18]45[CH2:28][CH2:27][C@H:26]([OH:29])[C:25]([CH3:31])([CH3:30])[C@@H:24]4[CH2:23][CH2:22][C@H:21]([CH3:32])[C@@:19]5([CH3:33])[CH2:20][C:13]=3[C:12]([O:34][P:35]([O:44][C:45]3[CH:50]=[CH:49][CH:48]=[CH:47][CH:46]=3)([O:37][C:38]3[CH:43]=[CH:42][CH:41]=[CH:40][CH:39]=3)=[O:36])=[CH:11][C:10]=2[C:9]1=[O:51])=O)(C)(C)C.C1(OC)C=CC=CC=1.FC(F)(F)C(O)=O>ClCCl>[OH:29][C@@H:26]1[C:25]([CH3:31])([CH3:30])[C@H:24]2[C@@:18]3([O:17][C:14]4[C:15]5[CH2:16][NH:8][C:9](=[O:51])[C:10]=5[CH:11]=[C:12]([O:34][P:35]([O:44][C:45]5[CH:46]=[CH:47][CH:48]=[CH:49][CH:50]=5)([O:37][C:38]5[CH:39]=[CH:40][CH:41]=[CH:42][CH:43]=5)=[O:36])[C:13]=4[CH2:20][C@:19]3([CH3:33])[C@@H:21]([CH3:32])[CH2:22][CH2:23]2)[CH2:28][CH2:27]1. Procedure: To a solution of the above Compound (56a) (256 mg, 0.36 mmol) in 2.5 ml of dry dichloromethane were added 50 μl of anisole and 2.5 ml of trifluoroacetic acid, and the mixture stirred for 10 min at the same temperature, and then for one hour at room temperature. The reaction mixture was concentrated under reduced pressure. The residue was made basic with 7% aqueous sodium hydrogen carbonate solution, and extracted with ethyl acetate. The extract was washed with water, dried over anhydrous magnesi...